Dataset: the Open Reaction Database (ORD), a public repository of structured organic reaction records. Task: describe an organic reaction: reactants, conditions, products, and yield The reactants are C, CC1(C)C(=O)N(C2C3CC4CC(C3)CC2C4)N1c1ccc([N+](=O)[O-])cc1, CCO, [Pd]. Product: CC1(C)C(=O)N(C2C3CC4CC(C3)CC2C4)N1c1ccc(N)cc1. Reaction SMILES: [C:30].[CH3:1][C:2]1([CH3:26])[C:3](=[O:25])[N:4]([CH:15]2[CH:16]3[CH2:17][CH:18]4[CH2:19][CH:20]([CH2:21][CH:22]2[CH2:23]4)[CH2:24]3)[N:5]1[c:6]1[cH:7][cH:8][c:9]([N+:12]([O-:13])=[O:14])[cH:10][cH:11]1.[CH3:27][CH2:28][OH:29].[Pd:31]>>[CH3:1][C:2]1([CH3:26])[C:3](=[O:25])[N:4]([CH:15]2[CH:16]3[CH2:17][CH:18]4[CH2:19][CH:20]([CH2:21][CH:22]2[CH2:23]4)[CH2:24]3)[N:5]1[c:6]1[cH:7][cH:8][c:9]([NH2:12])[cH:10][cH:11]1.